Task: describe an organic reaction: reactants, conditions, products, and yield. Dataset: the Open Reaction Database (ORD), a public repository of structured organic reaction records Reactants: CC(C)(C)OC(=O)NC1CCN(C(=O)c2ccc(Cl)cc2)CC1, ClCCl, O=C(O)C(F)(F)F. The product is NC1CCN(C(=O)c2ccc(Cl)cc2)CC1. Reaction SMILES: [C:1]([O:2][C:3](=[O:4])[NH:7][CH:8]1[CH2:9][CH2:10][N:11]([C:14]([c:15]2[cH:16][cH:17][c:18]([Cl:21])[cH:19][cH:20]2)=[O:22])[CH2:12][CH2:13]1)([CH3:5])([CH3:6])[CH3:23].[Cl:31][CH2:32][Cl:33].[OH:24][C:25]([C:26]([F:27])([F:28])[F:29])=[O:30]>>[NH2:7][CH:8]1[CH2:9][CH2:10][N:11]([C:14]([c:15]2[cH:16][cH:17][c:18]([Cl:21])[cH:19][cH:20]2)=[O:22])[CH2:12][CH2:13]1. Starting materials: COc1ccc2c(c1)N(CCN1CCC(NC(=O)OC(C)(C)C)CC1=O)C(=O)CO2, COc1ccc2c(c1)N(CCN1CCC(N)CC1)C(=O)OC2. Yields the product COc1ccc2c(c1)N(CCN1CCC(N)CC1=O)C(=O)CO2. As a reaction SMILES: [CH3:1][O:2][c:3]1[cH:4][cH:5][c:6]2[c:7]([cH:30]1)[N:8]([CH2:13][CH2:14][N:15]1[C:16](=[O:29])[CH2:17][CH:18]([NH:21][C:22](=[O:23])[O:24][C:25]([CH3:26])([CH3:27])[CH3:28])[CH2:19][CH2:20]1)[C:9](=[O:12])[CH2:10][O:11]2.[NH2:31][CH:32]1[CH2:33][CH2:34][N:35]([CH2:36][CH2:37][N:38]2[c:39]3[cH:40][c:41]([O:42][CH3:43])[cH:44][cH:45][c:46]3[CH2:47][O:48][C:49]2=[O:50])[CH2:51][CH2:52]1>>[CH3:1][O:2][c:3]1[cH:4][cH:5][c:6]2[c:7]([cH:30]1)[N:8]([CH2:13][CH2:14][N:15]1[C:16](=[O:29])[CH2:17][CH:18]([NH2:21])[CH2:19][CH2:20]1)[C:9](=[O:12])[CH2:10][O:11]2.